This data is from the Open Reaction Database (ORD), a public repository of structured organic reaction records. The task is: describe an organic reaction: reactants, conditions, products, and yield The reactants are CCc1cccc(CC)c1-c1nc(C)c(CN(C)C2CCCc3ccccc32)c(OC)n1, CCO, CCOC(C)=O, Cl, [Na+], [OH-]. Yields the product CCc1cccc(CC)c1-c1nc(C)c(CN(C)C2CCCc3ccccc32)c(O)n1. Reaction SMILES: [CH2:1]([CH3:2])[c:3]1[c:4](-[c:11]2[n:12][c:13]([CH3:32])[c:14]([CH2:19][N:20]([CH:21]3[CH2:22][CH2:23][CH2:24][c:25]4[cH:26][cH:27][cH:28][cH:29][c:30]43)[CH3:31])[c:15]([O:17][CH3:18])[n:16]2)[c:5]([CH2:9][CH3:10])[cH:6][cH:7][cH:8]1.[CH3:33][CH2:34][OH:35].[CH3:39][CH2:40][O:41][C:42]([CH3:43])=[O:44].[ClH:36].[Na+:38].[OH-:37]>>[CH2:1]([CH3:2])[c:3]1[c:4](-[c:11]2[n:12][c:13]([CH3:32])[c:14]([CH2:19][N:20]([CH:21]3[CH2:22][CH2:23][CH2:24][c:25]4[cH:26][cH:27][cH:28][cH:29][c:30]43)[CH3:31])[c:15]([OH:17])[n:16]2)[c:5]([CH2:9][CH3:10])[cH:6][cH:7][cH:8]1. Conditions: temperature 5 celsius, time 3 hour. Run in C(C)#N (acetonitrile), C(C)N(CC)CC (triethylamine). The reactants are Cl.CS(=O)(=O)NC(=O)N1C([C@H](C1)N)=O ((S)-N-(Methylsulfonyl)-2-oxo-3-amino-1-azetidinecarboxamide, hydrochloride salt), [OH-].[K+] (potassium hydroxide), C1(=CC=CC=C1)CC(=O)Cl (phenyl acetylchloride), P(=O)([O-])([O-])[O-].[K+].[K+].[K+] (potassium phosphate). Product: CS(=O)(=O)NC(=O)N1C([C@H](C1)NC(CC1=CC=CC=C1)=O)=O ((S)-N-(Methylsulfonyl)-2-oxo-3-[(phenylacetyl)-amino]-1-azetidinecarboxamide). Procedure: (S)-N-Methylsulfonyl)-2-oxo-3-amino-1-azetidinecarboxamide, hydrochloride salt (189 mg; see example 6) was suspended in 8 ml of dry acetonitrile and 0.54 ml of triethylamine, and stirred at room temperature under nitrogen until solution occurred (about 15 minutes). The solution was cooled to 0°to 5° C., and then phenyl acetylchloride (153 μl) was added. The reaction was stirred at room temperature for 3 hours and then poured into 10 ml of 0.5 M pH 5.5 monobasic potassium phosphate buffer. The pH... As a reaction SMILES: Cl.[CH3:2][S:3]([NH:6][C:7]([N:9]1[CH2:12][C@H:11]([NH2:13])[C:10]1=[O:14])=[O:8])(=[O:5])=[O:4].[C:15]1([CH2:21][C:22](Cl)=[O:23])[CH:20]=[CH:19][CH:18]=[CH:17][CH:16]=1.P([O-])([O-])([O-])=O.[K+].[K+].[K+].[OH-].[K+]>C(#N)C.C(N(CC)CC)C>[CH3:2][S:3]([NH:6][C:7]([N:9]1[CH2:12][C@H:11]([NH:13][C:22](=[O:23])[CH2:21][C:15]2[CH:20]=[CH:19][CH:18]=[CH:17][CH:16]=2)[C:10]1=[O:14])=[O:8])(=[O:4])=[O:5] |f:0.1,3.4.5.6,7.8|.